This data is from the Open Reaction Database (ORD), a public repository of structured organic reaction records. The task is: describe an organic reaction: reactants, conditions, products, and yield The reactants are CC(O)=S, C=CCOC(=O)N1CC(OS(C)(=O)=O)CC1CCn1cnc(C#N)c1, CC(C)(C)[O-], [K+]. The product is C=CCOC(=O)N1CC(SC(C)=O)CC1CCn1cnc(C#N)c1. Reaction SMILES: [C:26]([CH3:27])(=[S:28])[OH:29].[CH2:1]([CH:2]=[CH2:3])[O:4][C:5](=[O:6])[N:7]1[CH:8]([CH2:17][CH2:18][n:19]2[cH:20][n:21][c:22]([C:24]#[N:25])[cH:23]2)[CH2:9][CH:10]([O:12][S:13]([CH3:14])(=[O:15])=[O:16])[CH2:11]1.[CH3:30][C:31]([CH3:32])([O-:33])[CH3:34].[K+:35]>>[CH2:1]([CH:2]=[CH2:3])[O:4][C:5](=[O:6])[N:7]1[CH:8]([CH2:17][CH2:18][n:19]2[cH:20][n:21][c:22]([C:24]#[N:25])[cH:23]2)[CH2:9][CH:10]([S:28][C:26]([CH3:27])=[O:29])[CH2:11]1.